From a dataset of the Open Reaction Database (ORD), a public repository of structured organic reaction records. describe an organic reaction: reactants, conditions, products, and yield Reactants: C1(=CC=CC=C1)CC(CC(=O)OCC)(C(=O)OCC)C(=O)OCC (Triethyl 3-phenylpropane-1.2.2-tricarboxylate), Cl (HCl). The product is C1(=CC=CC=C1)CC(CC(=O)OCC)C(=O)OCC (Diethyl 3-phenylpropane-1,2-dicarboxylate). The yield is 84.7%. As a reaction SMILES: [C:1]1([CH2:7][C:8](C(OCC)=O)([C:15]([O:17][CH2:18][CH3:19])=[O:16])[CH2:9][C:10]([O:12][CH2:13][CH3:14])=[O:11])[CH:6]=[CH:5][CH:4]=[CH:3][CH:2]=1.Cl>>[C:1]1([CH2:7][CH:8]([C:15]([O:17][CH2:18][CH3:19])=[O:16])[CH2:9][C:10]([O:12][CH2:13][CH3:14])=[O:11])[CH:2]=[CH:3][CH:4]=[CH:5][CH:6]=1. Reported procedure: A solution of the product from step (a) (23.6 g) in c.HCl (326 ml) was stirred under reflux for 46 hours, then cooled. The resulting precipitate was extracted with chloroform (×3) and the extracts combined, washed with 2M aqu. KOH (×2), acidified to pH 4.0 (2M aqu. HCl) and cooled. The resulting precipitate was filtered off, washed with water and dried in vacuo to give the desired product (15.7 g). The 200 MHz 1H NMR was consistent with the proposed structure.